Dataset: the Open Reaction Database (ORD), a public repository of structured organic reaction records. Task: describe an organic reaction: reactants, conditions, products, and yield The reactants are C(C)(C)(C)OC(NC1(COC(OC1)(C)C)CCC1=CC(=C(C=C1)OCCCC1=C(C=CC=C1)C(F)(F)F)C(F)(F)F)=O ([2,2-dimethyl-5-(2-{3-trifluoromethyl-4-[3-(2-trifluoromethylphenyl)propoxy]phenyl}ethyl)-1,3-dioxan-5-yl]carbamic acid t-butyl ester), Cl (hydrochloric acid). Run in C(C)O (ethanol). Conditions: temperature 80 celsius, time 2.5 hour. Yields the product Cl.NC(CO)(CO)CCC1=CC(=C(C=C1)OCCCC1=C(C=CC=C1)C(F)(F)F)C(F)(F)F (2-amino-2-(2-{3-trifluoromethyl-4-[3-(2-trifluoromethylphenyl)propoxy]phenyl}ethyl)propane-1,3-diol hydrochloride). As a reaction SMILES: C(OC(=O)[NH:7][C:8]1([CH2:16][CH2:17][C:18]2[CH:23]=[CH:22][C:21]([O:24][CH2:25][CH2:26][CH2:27][C:28]3[CH:33]=[CH:32][CH:31]=[CH:30][C:29]=3[C:34]([F:37])([F:36])[F:35])=[C:20]([C:38]([F:41])([F:40])[F:39])[CH:19]=2)[CH2:13][O:12]C(C)(C)[O:10][CH2:9]1)(C)(C)C.[ClH:43]>C(O)C>[ClH:43].[NH2:7][C:8]([CH2:16][CH2:17][C:18]1[CH:23]=[CH:22][C:21]([O:24][CH2:25][CH2:26][CH2:27][C:28]2[CH:33]=[CH:32][CH:31]=[CH:30][C:29]=2[C:34]([F:35])([F:36])[F:37])=[C:20]([C:38]([F:39])([F:40])[F:41])[CH:19]=1)([CH2:13][OH:12])[CH2:9][OH:10] |f:3.4|. Procedure details: Compound 24-3 (800 mg) was dissolved in ethanol (15 ml), concentrated hydrochloric acid (1.5 ml) was added, and the mixture was stirred at 80° C. for 2.5 hr. The reaction mixture was concentrated, and the residue was washed with diethyl ether to give the object product (600 mg) as a white powder. Yields the product CCCCCC(C)(CCCCl)OC(C)=O. The reactants are CCCCCBr, CC(=O)OC(C)=O, CC(=O)CCCCl, [Mg], O. RXN SMILES: [Br:1][CH2:2][CH2:3][CH2:4][CH2:5][CH3:6].[CH3:15][C:16](=[O:17])[O:18][C:19]([CH3:20])=[O:21].[Cl:8][CH2:9][CH2:10][CH2:11][C:12](=[O:13])[CH3:14].[Mg:7].[OH2:22]>>[CH2:2]([CH2:3][CH2:4][CH2:5][CH3:6])[C:19]([CH2:11][CH2:10][CH2:9][Cl:8])([O:18][C:16]([CH3:15])=[O:17])[CH3:20]. Reactants: COC=1C=C(C(=O)O)C=C(C1OC)C (3,4-dimethoxy-5-methyl-benzoic acid), Cl.N1=CC=CC=C1 (pyridine-hydrochloride), C(CC(O)(C(=O)O)CC(=O)O)(=O)O (citric acid). Yields the product OC=1C=C(C(=O)O)C=C(C1O)C (3,4-dihydroxy-5-methyl-benzoic acid). RXN SMILES: C[O:2][C:3]1[CH:4]=[C:5]([CH:9]=[C:10]([CH3:14])[C:11]=1[O:12]C)[C:6]([OH:8])=[O:7].Cl.N1C=CC=CC=1.C(O)(=O)CC(CC(O)=O)(C(O)=O)O>>[OH:2][C:3]1[CH:4]=[C:5]([CH:9]=[C:10]([CH3:14])[C:11]=1[OH:12])[C:6]([OH:8])=[O:7] |f:1.2|. Procedure details: Under a nitrogen atmosphere 50.0 g (0.25 mol) 3,4-dimethoxy-5-methyl-benzoic acid and 170 g pyridine-hydrochloride were stirred for 2 h at a bath temperature of 160° C. The reaction mixture was poured onto 1 L citric acid solution and extracted with 1 L EtOAc. The organic phase was washed with 1 L water, dried and evaporated down i.vac. The reactants are C(C(=O)[O-])(=O)[O-] (oxalate), [K] (potassium), N[C@@H]([C@H](OC(C)(C)C)C)C(=O)OC(C)(C)C (H-Thr(tBu)-OtBu), N([C@@H](CCC(OC(C)(C)C)=O)C(=O)ON1C(=O)CCC1=O)C(=O)OCC1=CC=CC=C1 (Z-Glu(OtBu)-OSu). RXN SMILES: [NH2:1][C@H:2]([C:10]([O:12][C:13]([CH3:16])([CH3:15])[CH3:14])=[O:11])[C@@H:3]([CH3:9])[O:4][C:5]([CH3:8])([CH3:7])[CH3:6].C([O-])(=O)C([O-])=O.[K].[NH:24]([C:45]([O:47][CH2:48][C:49]1[CH:54]=[CH:53][CH:52]=[CH:51][CH:50]=1)=[O:46])[C@H:25]([C:35](ON1C(=O)CCC1=O)=[O:36])[CH2:26][CH2:27][C:28](=[O:34])[O:29][C:30]([CH3:33])([CH3:32])[CH3:31]>CCOCC.CN(C=O)C>[NH:24]([C:45]([O:47][CH2:48][C:49]1[CH:54]=[CH:53][CH:52]=[CH:51][CH:50]=1)=[O:46])[C@H:25]([C:35]([NH:1][C@H:2]([C:10]([O:12][C:13]([CH3:15])([CH3:14])[CH3:16])=[O:11])[C@@H:3]([CH3:9])[O:4][C:5]([CH3:7])([CH3:8])[CH3:6])=[O:36])[CH2:26][CH2:27][C:28](=[O:34])[O:29][C:30]([CH3:31])([CH3:33])[CH3:32] |^1:22|. Reaction conditions: time 2 hour. Run in CCOCC (ether), CN(C)C=O (DMF). Reported procedure: After suspending 3.3 g (11.0 mmol) of H-Thr(tBu)-OtBu.oxalate in 60 ml of ether, the suspension is shaken with 30 ml of 5% aqueous potassium hydrogenocarbonate solution until dissolving. The organic phase is separated, washed with an additional 20 ml of 5% aqueous potassium hydrogenocarbonate solution and then with 20 ml of water, dried over anhydrous sodium sulfate and evaporated under reduced pressure. To the solution of the oily residue in 20 ml of DMF, 4.12 g (9.5 mmol) of Z-Glu(OtBu)-OSu ar... Product: N([C@@H](CCC(OC(C)(C)C)=O)C(=O)N[C@@H]([C@H](OC(C)(C)C)C)C(=O)OC(C)(C)C)C(=O)OCC1=CC=CC=C1 (Z-Glu(OtBu)-Thr(tBu)-OtBu). Yield: 84.2%. The reactants are O=C1NCCNC1 (keto piperazine), [OH-].[Na+] (sodium hydroxide), [OH-].[Na+] (sodium hydroxide), lithium aluminum hydride LiAlH4, C(C)N(CC)CCN1C(C(NCC1)=O)C1=CC=CC=C1 (1-(Diethylamino ethyl)-2-phenyl-3-keto piperazine), C1(=CC=CC=C1)C1CN(CCN1)CCN(CC)CC (3-phenyl-1-(diethylamino ethyl) piperazine). The solvent is O1CCOCC1 (dioxane), O (water), CCOCC (ether), O (water). Yields the product C(C)N(CC)CCN1C(CNCC1)C1=CC=CC=C1 (1-(Diethylamino ethyl)-2-phenyl piperazine). As a reaction SMILES: O=C1CNCCN1.[CH2:8]([N:10]([CH2:13][CH2:14][N:15]1[CH2:20][CH2:19][NH:18][C:17](=O)[CH:16]1[C:22]1[CH:27]=[CH:26][CH:25]=[CH:24][CH:23]=1)[CH2:11][CH3:12])[CH3:9].[OH-].[Na+].C1(C2NCCN(CCN(CC)CC)C2)C=CC=CC=1>O.CCOCC.O1CCOCC1>[CH2:8]([N:10]([CH2:13][CH2:14][N:15]1[CH2:20][CH2:19][NH:18][CH2:17][CH:16]1[C:22]1[CH:27]=[CH:26][CH:25]=[CH:24][CH:23]=1)[CH2:11][CH3:12])[CH3:9] |f:2.3|. Procedure: 89 g. of said keto piperazine dissolved in 200 cc. of dioxane are added drop by drop to a suspension of 20 g. of lithium aluminum hydride LiAlH4 in 800 cc. of ether. After addition of the keto piperazine, the reaction mixture is boiled under reflux for 6 hours. It is then decomposed by successively adding 20 cc. of 15% sodium hydroxide, 20 cc. of water, 60 cc. of 15% sodium hydroxide solution, and finally 40 cc. of water. The filtered solution is concentrated by evaporation and the residue is di... Starting materials: O=C([O-])[O-], CCOC(=O)c1nn(C(C)C)c(Cl)c1C=O, Sc1cc(Cl)cc(Cl)c1, [K+], [K+], CN(C)C=O. Yields the product CCOC(=O)c1nn(C(C)C)c(Sc2cc(Cl)cc(Cl)c2)c1C=O. RXN SMILES: [C:26](=[O:27])([O-:28])[O-:29].[CH2:1]([CH3:2])[O:3][C:4](=[O:5])[c:6]1[n:7][n:8]([CH:14]([CH3:15])[CH3:16])[c:9]([Cl:13])[c:10]1[CH:11]=[O:12].[Cl:17][c:18]1[cH:19][c:20]([SH:25])[cH:21][c:22]([Cl:24])[cH:23]1.[K+:30].[K+:31].[O:32]=[CH:33][N:34]([CH3:35])[CH3:36]>>[CH2:1]([CH3:2])[O:3][C:4](=[O:5])[c:6]1[n:7][n:8]([CH:14]([CH3:15])[CH3:16])[c:9]([S:25][c:20]2[cH:19][c:18]([Cl:17])[cH:23][c:22]([Cl:24])[cH:21]2)[c:10]1[CH:11]=[O:12]. Starting materials: CC(C)O, ClCCl, CC1(C)OCc2cc(C3CN(CCCCCCOCCOCc4ccc(N)cc4)C(=O)O3)ccc2O1, O=C=Nc1ccccc1. Yields the product CC1(C)OCc2cc(C3CN(CCCCCCOCCOCc4ccc(NC(=O)Nc5ccccc5)cc4)C(=O)O3)ccc2O1. Reaction SMILES: [CH:46]([OH:47])([CH3:48])[CH3:49].[Cl:50][CH2:51][Cl:52].[NH2:1][c:2]1[cH:3][cH:4][c:5]([CH2:6][O:7][CH2:8][CH2:9][O:10][CH2:11][CH2:12][CH2:13][CH2:14][CH2:15][CH2:16][N:17]2[C:18](=[O:34])[O:19][CH:20]([c:22]3[cH:23][c:24]4[c:25]([cH:32][cH:33]3)[O:26][C:27]([CH3:30])([CH3:31])[O:28][CH2:29]4)[CH2:21]2)[cH:35][cH:36]1.[O:37]=[C:38]=[N:39][c:40]1[cH:41][cH:42][cH:43][cH:44][cH:45]1>>[NH:1]([c:2]1[cH:3][cH:4][c:5]([CH2:6][O:7][CH2:8][CH2:9][O:10][CH2:11][CH2:12][CH2:13][CH2:14][CH2:15][CH2:16][N:17]2[C:18](=[O:34])[O:19][CH:20]([c:22]3[cH:23][c:24]4[c:25]([cH:32][cH:33]3)[O:26][C:27]([CH3:30])([CH3:31])[O:28][CH2:29]4)[CH2:21]2)[cH:35][cH:36]1)[C:38](=[O:37])[NH:39][c:40]1[cH:41][cH:42][cH:43][cH:44][cH:45]1.